From a dataset of the Open Reaction Database (ORD), a public repository of structured organic reaction records. describe an organic reaction: reactants, conditions, products, and yield Procedure details: In analogy to the procedure described in example 10 d], (2S)-3-{2-chloro-4-[2-(4-chloro-phenyl)-thiazol-4-ylmethoxy]-phenyl}-2-ethoxy-propionic acid methyl ester was treated with LiOH to obtain (2S)-3-{2-chloro-4-[2-(4-chloro-phenyl)-thiazol-4-ylmethoxy]-phenyl}-2-ethoxy-propionic acid as colorless solid. Starting materials: COC([C@H](CC1=C(C=C(C=C1)OCC=1N=C(SC1)C1=CC=C(C=C1)Cl)Cl)OCC)=O ((2S)-3-{2-chloro-4-[2-(4-chloro-phenyl)-thiazol-4-ylmethoxy]-phenyl}-2-ethoxy-propionic acid methyl ester), [Li+].[OH-] (LiOH). As a reaction SMILES: C[O:2][C:3](=[O:30])[C@@H:4]([O:27][CH2:28][CH3:29])[CH2:5][C:6]1[CH:11]=[CH:10][C:9]([O:12][CH2:13][C:14]2[N:15]=[C:16]([C:19]3[CH:24]=[CH:23][C:22]([Cl:25])=[CH:21][CH:20]=3)[S:17][CH:18]=2)=[CH:8][C:7]=1[Cl:26].[Li+].[OH-]>>[Cl:26][C:7]1[CH:8]=[C:9]([O:12][CH2:13][C:14]2[N:15]=[C:16]([C:19]3[CH:24]=[CH:23][C:22]([Cl:25])=[CH:21][CH:20]=3)[S:17][CH:18]=2)[CH:10]=[CH:11][C:6]=1[CH2:5][C@H:4]([O:27][CH2:28][CH3:29])[C:3]([OH:30])=[O:2] |f:1.2|. Product: ClC1=C(C=CC(=C1)OCC=1N=C(SC1)C1=CC=C(C=C1)Cl)C[C@@H](C(=O)O)OCC ((2S)-3-{2-chloro-4-[2-(4-chloro-phenyl)-thiazol-4-ylmethoxy]-phenyl}-2-ethoxy-propionic acid).